This data is from the Open Reaction Database (ORD), a public repository of structured organic reaction records. The task is: describe an organic reaction: reactants, conditions, products, and yield Reactants: C1CCOC1, OCCOc1n[nH]c2ncnc(Nc3ccc(OCc4ccccn4)c(Cl)c3)c12, CC(C)(C)OC(=O)N=NC(=O)OC(C)(C)C, O=C1CNC(=O)N1, CN(C)C=O, c1ccc(P(c2ccccc2)c2ccccc2)cc1. Product: O=C1CNC(=O)N1CCOc1n[nH]c2ncnc(Nc3ccc(OCc4ccccn4)c(Cl)c3)c12. RXN SMILES: [CH2:77]1[O:78][CH2:79][CH2:80][CH2:81]1.[Cl:1][c:2]1[cH:3][c:4]([NH:16][c:17]2[c:18]3[c:19]([n:20][cH:21][n:22]2)[nH:23][n:24][c:25]3[O:26][CH2:27][CH2:28][OH:29])[cH:5][cH:6][c:7]1[O:8][CH2:9][c:10]1[n:11][cH:12][cH:13][cH:14][cH:15]1.[N:56]([C:57]([O:58][C:59]([CH3:60])([CH3:61])[CH3:62])=[O:63])=[N:64][C:65]([O:66][C:67]([CH3:68])([CH3:69])[CH3:70])=[O:71].[O:30]=[C:31]1[CH2:32][NH:33][C:34](=[O:35])[NH:36]1.[O:72]=[CH:73][N:74]([CH3:75])[CH3:76].[c:37]1([P:38]([c:39]2[cH:40][cH:41][cH:42][cH:43][cH:44]2)[c:45]2[cH:46][cH:47][cH:48][cH:49][cH:50]2)[cH:51][cH:52][cH:53][cH:54][cH:55]1>>[Cl:1][c:2]1[cH:3][c:4]([NH:16][c:17]2[c:18]3[c:19]([n:20][cH:21][n:22]2)[nH:23][n:24][c:25]3[O:26][CH2:27][CH2:28][N:36]2[C:31](=[O:30])[CH2:32][NH:33][C:34]2=[O:35])[cH:5][cH:6][c:7]1[O:8][CH2:9][c:10]1[n:11][cH:12][cH:13][cH:14][cH:15]1. The reactants are [BH3-]C#N, CC(=O)C(OCC(C)(C)C)OCC(C)(C)C, CC(=O)O, [Mg+2], NC(CO)COCc1ccccc1, [Na+], O=S(=O)([O-])[O-], C1CCOC1. The product is CC(NC(CO)COCc1ccccc1)C(OCC(C)(C)C)OCC(C)(C)C. RXN SMILES: [C:36]([BH3-:37])#[N:38].[CH3:20][C:21]([CH2:22][O:23][CH:24]([C:25]([CH3:26])=[O:27])[O:28][CH2:29][C:30]([CH3:31])([CH3:32])[CH3:33])([CH3:34])[CH3:35].[CH3:40][C:41](=[O:42])[OH:43].[Mg+2:1].[NH2:7][CH:8]([CH2:9][OH:10])[CH2:11][O:12][CH2:13][c:14]1[cH:15][cH:16][cH:17][cH:18][cH:19]1.[Na+:39].[O-:2][S:3](=[O:4])(=[O:5])[O-:6].[O:44]1[CH2:45][CH2:46][CH2:47][CH2:48]1>>[NH:7]([CH:8]([CH2:9][OH:10])[CH2:11][O:12][CH2:13][c:14]1[cH:15][cH:16][cH:17][cH:18][cH:19]1)[CH:25]([CH:24]([O:23][CH2:22][C:21]([CH3:20])([CH3:34])[CH3:35])[O:28][CH2:29][C:30]([CH3:31])([CH3:32])[CH3:33])[CH3:26]. Reactants: ClC(Cl)Cl, O=C(OO)c1cccc(Cl)c1, CC(=O)c1cc(S(=O)(=O)c2ccccc2)ccc1OCC1CO1. Product: O=S(=O)(c1ccccc1)c1ccc2c(c1)OC(CO)CO2. Reaction SMILES: [CH:35]([Cl:36])([Cl:37])[Cl:38].[OH:24][O:25][C:26]([c:27]1[cH:28][c:29]([Cl:30])[cH:31][cH:32][cH:33]1)=[O:34].[c:1]1([S:7](=[O:8])(=[O:9])[c:10]2[cH:11][cH:12][c:13]([O:19][CH2:20][CH:21]3[O:22][CH2:23]3)[c:14]([C:16](=[O:17])[CH3:18])[cH:15]2)[cH:2][cH:3][cH:4][cH:5][cH:6]1>>[c:1]1([S:7](=[O:8])(=[O:9])[c:10]2[cH:11][cH:12][c:13]3[c:14]([cH:15]2)[O:24][CH:21]([CH2:23][OH:22])[CH2:20][O:19]3)[cH:2][cH:3][cH:4][cH:5][cH:6]1. Reactants: ClC=1C=C(C=CC1Cl)C(CO)CCN(C)C (2-(3,4-Dichlorophenyl)-4-(dimethyamino)-butanol), C(C(=O)Cl)(=O)Cl.CS(=O)C (oxalyl chloride DMSO), C(CCC)[N+](CCCC)(CCCC)CCCC (tetrabutyammonium). Solvent: C(Cl)Cl (DCM). Product: ClC=1C=C(C=CC1Cl)C(C=O)CCN(C)C (2-(3,4-Dichlorophenyl)-4-(dimethyamino)-butanal). As a reaction SMILES: [Cl:1][C:2]1[CH:3]=[C:4]([CH:9]([CH2:12][CH2:13][N:14]([CH3:16])[CH3:15])[CH2:10][OH:11])[CH:5]=[CH:6][C:7]=1[Cl:8].C(Cl)(=O)C(Cl)=O.CS(C)=O.C([N+](CCCC)(CCCC)CCCC)CCC>C(Cl)Cl>[Cl:1][C:2]1[CH:3]=[C:4]([CH:9]([CH2:12][CH2:13][N:14]([CH3:16])[CH3:15])[CH:10]=[O:11])[CH:5]=[CH:6][C:7]=1[Cl:8] |f:1.2|. Reported procedure: 2-(3,4-Dichlorophenyl)-4-(dimethyamino)-butanol (1.40 g) was reacted with oxalyl chloride/DMSO under standard swern oxidizing conditions in DCM (80 mL) to afford (1.60 g crude) as a oil which was contaminated with tetrabutyammonium cation after aqueous extraction from DCM; MS: m/z 260 (M+); 1H NMR (CDCl3) δ 9.57 (d), 7.44 (d), 7.33 (d), 7.07 (dd), 3.66 (t), 2.35-2.03 (m), 2.22 (s). The reactants are COC(=O)CC(=O)OC, CC(=O)[O-], Cc1ccccc1, C1CC[NH2+]CC1, O=Cc1ccc(OCCOc2ccc3ccccc3c2)cc1. The product is COC(=O)C(=Cc1ccc(OCCOc2ccc3ccccc3c2)cc1)C(=O)OC. RXN SMILES: [C:23]([CH2:24][C:25](=[O:26])[O:27][CH3:28])(=[O:29])[O:30][CH3:31].[C:32]([O-:33])(=[O:34])[CH3:35].[CH3:42][c:43]1[cH:44][cH:45][cH:46][cH:47][cH:48]1.[NH2+:36]1[CH2:37][CH2:38][CH2:39][CH2:40][CH2:41]1.[cH:1]1[c:2]([O:11][CH2:12][CH2:13][O:14][c:15]2[cH:16][cH:17][c:18]([CH:19]=[O:20])[cH:21][cH:22]2)[cH:3][cH:4][c:5]2[cH:6][cH:7][cH:8][cH:9][c:10]12>>[cH:1]1[c:2]([O:11][CH2:12][CH2:13][O:14][c:15]2[cH:16][cH:17][c:18]([CH:19]=[C:24]([C:23](=[O:29])[O:30][CH3:31])[C:25](=[O:26])[O:27][CH3:28])[cH:21][cH:22]2)[cH:3][cH:4][c:5]2[cH:6][cH:7][cH:8][cH:9][c:10]12. Reported procedure: A solution of 3-chloro-4-[N-(2-hydroxyethyl)-N-methylamino]-2-hydroxymethylpyridine (2.3 g) in dichloromethane (30 ml) is treated dropwise at 0° C. with a solution of thionyl chloride (4 ml) in dichloromethane (20 ml). The temperature is then allowed to climb to 20° C. (20 min) and the temperature is then kept at 400° C. for 30 min. After stripping off the solvent in vacuo, the residue which remains is chromatographed on silica gel (petroleum ether/ethyl acetate 7/3 mixture which contains 1 ml o... Conditions: time 30 minute. Product: Cl.ClC=1C(=NC=CC1N(C)CCCl)CCl (3-Chloro-4-[N-(2-chloroethyl)-N-methylamino]-2-chloromethylpyridine hydrochloride). As a reaction SMILES: [Cl:1][C:2]1[C:3](CO)=[N:4][CH:5]=[CH:6][C:7]=1[N:8]([CH2:10][CH2:11]O)[CH3:9].S(Cl)([Cl:17])=O.Cl[CH2:20][Cl:21]>>[ClH:1].[Cl:1][C:2]1[C:3]([CH2:20][Cl:21])=[N:4][CH:5]=[CH:6][C:7]=1[N:8]([CH2:10][CH2:11][Cl:17])[CH3:9] |f:3.4|. Starting materials: ClC=1C(=NC=CC1N(C)CCO)CO (3-chloro-4-[N-(2-hydroxyethyl)-N-methylamino]-2-hydroxymethylpyridine), S(=O)(Cl)Cl (thionyl chloride), ClCCl (dichloromethane), ClCCl (dichloromethane). The reactants are ClCCl, O=C1CCC(=O)O1, CCCCCCOC(=O)c1ccc(O)cc1O. The product is CCCCCCOC(=O)c1ccc(OC(=O)CCC(=O)O)cc1O. As a reaction SMILES: [CH2:25]([Cl:26])[Cl:27].[O:18]=[C:19]1[CH2:20][CH2:21][C:22](=[O:23])[O:24]1.[OH:1][c:2]1[c:3]([C:4](=[O:5])[O:6][CH2:7][CH2:8][CH2:9][CH2:10][CH2:11][CH3:12])[cH:13][cH:14][c:15]([OH:17])[cH:16]1>>[OH:1][c:2]1[c:3]([C:4](=[O:5])[O:6][CH2:7][CH2:8][CH2:9][CH2:10][CH2:11][CH3:12])[cH:13][cH:14][c:15]([O:17][C:22]([CH2:21][CH2:20][C:19](=[O:18])[OH:24])=[O:23])[cH:16]1. The reactants are C(C1=CC=CC=C1)N1CCC(CC1)(C)NC(OC(C)(C)C)=O (tert-Butyl (1-benzyl-4-methyl-4-piperidinyl)carbamate). Reagents/catalysts: [OH-].[OH-].[Pd+2] (Pd(OH)2 on carbon). Solvent: CO (methanol), C(C)(=O)OCC (ethyl acetate). Reaction conditions: temperature 20 celsius, time 2 hour. The product is CC1(CCNCC1)NC(OC(C)(C)C)=O (tert-Butyl (4-methyl-4-piperidinyl)carbamate). Isolated yield 59.8%. As a reaction SMILES: C([N:8]1[CH2:13][CH2:12][C:11]([NH:15][C:16](=[O:22])[O:17][C:18]([CH3:21])([CH3:20])[CH3:19])([CH3:14])[CH2:10][CH2:9]1)C1C=CC=CC=1>CO.C(OCC)(=O)C.[OH-].[OH-].[Pd+2]>[CH3:14][C:11]1([NH:15][C:16](=[O:22])[O:17][C:18]([CH3:21])([CH3:20])[CH3:19])[CH2:10][CH2:9][NH:8][CH2:13][CH2:12]1 |f:3.4.5|. Procedure details: tert-Butyl (1-benzyl-4-methyl-4-piperidinyl)-carbamate obtained in Example 10-4 (1.01 g) was dissolved in methanol (20 mL), and 20% Pd(OH)2 on carbon (300 mg) was added. The mixture was stirred under hydrogen atmosphere (4 atm) at 20° C. for 2 hrs. The reaction mixture was diluted with ethyl acetate, filtered through a pad of Celite, and concentrated. The residual solid was triturated with hexane to give the title compound as white crystals (425 mg) Starting materials: NC1=NC=C(C(=C1[N+](=O)[O-])N1CCN(CC1)CC(=O)N(C=1SC=CN1)C)Br (2-(4-(2-amino-5-bromo-3-nitropyridin-4-yl)piperazin-1-yl)-N-methyl-N-(thiazol-2-yl)acetamide), CN(C1=CC=C(C=O)C=C1)C (4-dimethylaminobenzaldehyde), [O-]S(=O)S(=O)[O-].[Na+].[Na+] (Na2S2O4). Run in C(C)O (ethanol). Conditions: temperature 70 celsius. Yields the product BrC=1C(=C2C(=NC1)NC(=N2)C2=CC=C(C=C2)N(C)C)N2CCN(CC2)CC(=O)N(C=2SC=CN2)C (2-(4-(6-Bromo-2-(4-(dimethylamino)phenyl)-3H-imidazo[4,5-b]pyridin-7-yl)piperazin-1-yl)-N-methyl-N-(thiazol-2-yl)acetamide). RXN SMILES: [NH2:1][C:2]1[C:7]([N+:8]([O-])=O)=[C:6]([N:11]2[CH2:16][CH2:15][N:14]([CH2:17][C:18]([N:20]([CH3:26])[C:21]3[S:22][CH:23]=[CH:24][N:25]=3)=[O:19])[CH2:13][CH2:12]2)[C:5]([Br:27])=[CH:4][N:3]=1.[CH3:28][N:29]([CH3:38])[C:30]1[CH:37]=[CH:36][C:33]([CH:34]=O)=[CH:32][CH:31]=1.[O-]S(S([O-])=O)=O.[Na+].[Na+]>C(O)C>[Br:27][C:5]1[C:6]([N:11]2[CH2:16][CH2:15][N:14]([CH2:17][C:18]([N:20]([CH3:26])[C:21]3[S:22][CH:23]=[CH:24][N:25]=3)=[O:19])[CH2:13][CH2:12]2)=[C:7]2[N:8]=[C:34]([C:33]3[CH:36]=[CH:37][C:30]([N:29]([CH3:38])[CH3:28])=[CH:31][CH:32]=3)[NH:1][C:2]2=[N:3][CH:4]=1 |f:2.3.4|. Procedure details: To a mixture of 2-(4-(2-amino-5-bromo-3-nitropyridin-4-yl)piperazin-1-yl)-N-methyl-N-(thiazol-2-yl)acetamide (0.035 g, 0.08 mmol), ethanol (3.5 ml), and 4-dimethylaminobenzaldehyde (0.016 g, 0.11 mmol) was added a freshly prepared aqueous solution of Na2S2O4 (1M; 0.32 ml, 0.32 mmol). The reaction mixture was heated at 70° C. for 3 h, then allowed to cool to room temperature and the solvents were removed in vacuo. The residue was absorbed on silica gel and the free running powder was placed on a ... Reactants: C(C)(=O)OCC (ethyl acetate), FC1=CC=C(C=C1)C(N1CC(NCC1)C)C1=CC=C(C=C1)F (1-[bis(4-fluorophenyl)methyl]-3-methylpiperazine), CC1=C(C(=CC(=C1)C)C)NC(CCl)=O (N-(2,4,6-trimethylphenyl) chloroacetamide), C([O-])([O-])=O.[K+].[K+] (potassium carbonate). Run in O1CCCC1 (tetrahydrofuran), CN(C=O)C (N,N-dimethylformamide). Conditions: temperature 70 celsius, time 3 hour. Product: FC1=CC=C(C=C1)C(N1CC(N(CC1)CC(NC1=C(C=C(C=C1C)C)C)=O)C)C1=CC=C(C=C1)F (1-[bis(4-fluorophenyl)methyl]-4-[(2,4,6-trimethylphenyl)carbamoylmethyl]-3-methylpiperazine). Reaction SMILES: [F:1][C:2]1[CH:7]=[CH:6][C:5]([CH:8]([C:16]2[CH:21]=[CH:20][C:19]([F:22])=[CH:18][CH:17]=2)[N:9]2[CH2:14][CH2:13][NH:12][CH:11]([CH3:15])[CH2:10]2)=[CH:4][CH:3]=1.[CH3:23][C:24]1[CH:29]=[C:28]([CH3:30])[CH:27]=[C:26]([CH3:31])[C:25]=1[NH:32][C:33](=[O:36])[CH2:34]Cl.C(=O)([O-])[O-].[K+].[K+].C(OCC)(=O)C>O1CCCC1.CN(C)C=O>[F:22][C:19]1[CH:18]=[CH:17][C:16]([CH:8]([C:5]2[CH:4]=[CH:3][C:2]([F:1])=[CH:7][CH:6]=2)[N:9]2[CH2:14][CH2:13][N:12]([CH2:34][C:33](=[O:36])[NH:32][C:25]3[C:24]([CH3:23])=[CH:29][C:28]([CH3:30])=[CH:27][C:26]=3[CH3:31])[CH:11]([CH3:15])[CH2:10]2)=[CH:21][CH:20]=1 |f:2.3.4|. Procedure details: A mixture of 300 mg of 1-[bis(4-fluorophenyl)methyl]-3-methylpiperazine and 252 mg of N-(2,4,6-trimethylphenyl) chloroacetamide was dissolved in 20 ml of a 1:1 by volume mixture of tetrahydrofuran and N,N-dimethylformamide. 100 mg of anhydrous potassium carbonate were then added to the solution, and the reaction mixture was stirred at 70° C. for 3 hours, after which ethyl acetate was added to it and the organic layer was separated. The organic layer was washed three times with water, and then dr...